Dataset: the Open Reaction Database (ORD), a public repository of structured organic reaction records. Task: describe an organic reaction: reactants, conditions, products, and yield Starting materials: SC1=NC2=CC=CC=C2C(N1)=O (2-mercaptoquinazolin-4(3H)-one), [OH-].[Na+] (NaOH), CI (methyl iodide). The solvent is O (water). Reaction conditions: temperature 25 celsius, time 3 hour. Product: CSC1=NC2=CC=CC=C2C(N1)=O (2-methylthioquinazolin-4(3H)-one). Yield: 76.2%. Reaction SMILES: [SH:1][C:2]1[NH:11][C:10](=[O:12])[C:9]2[C:4](=[CH:5][CH:6]=[CH:7][CH:8]=2)[N:3]=1.[OH-].[Na+].[CH3:15]I>O>[CH3:15][S:1][C:2]1[NH:11][C:10](=[O:12])[C:9]2[C:4](=[CH:5][CH:6]=[CH:7][CH:8]=2)[N:3]=1 |f:1.2|. Procedure details: To a solution of 2-mercaptoquinazolin-4(3H)-one (4.45 g, 25 mmol) and NaOH (1.1 g, 27.5 mmol) in water (125 mL) was added methyl iodide (1.72 mL, 27.5 mmol) and the mixture was stirred at 25° C. for 3 h. The precipitate was collected by filtration, washed with water (3×20 mL) and dried in vacuum desiccator over silica gel for 24 h to give 3.66 g (73%) of the title compound as colorless solid: mp 224-225° C. An analytical sample was recrystallized from methanol-water: mp 225° C.; 1H NMR (CDCl3) δ... Starting materials: COC(CN1C2=C(NC[C@@H](C1=O)NC(=O)OC(C)(C)C)C=CC=C2)=O ((3(S)-tert-Butoxycarbonylamino-2-oxo-2,3,4,5-tetrahydrobenzo[b][1,4]diazepin-1-yl)acetic acid methyl ester), BrCC(=O)OC (Methyl bromoacetate), solution, C[Si](C)(C)[N-][Si](C)(C)C.[Li+] (lithium bis(trimethylsilyl)amide), C(C)(C)(C)OC(=O)NC1CNC2=C(NC1=O)C=CC=C2 (3-tert-butoxycarbonylamino-1,3,4,5-tetrahydrobenzo[b][1,4]diazepin-2-one). Solvent: C(C)(=O)OCC (ethyl acetate), C1CCOC1 (THF), O1CCCC1 (tetrahydrofuran). Run at time 30 minute. Yields the product COC(CN1C2=C(NCC(C1=O)NC(=O)OC(C)(C)C)C=CC=C2)=O ((3-tert-Butoxycarbonylamino-2-oxo-2,3,4,5-tetrahydro-benzo[b][1,4]diazepin-1-yl)acetic Acid Methyl Ester). The yield is 83.0%. RXN SMILES: [CH3:1][O:2][C:3](=[O:25])[CH2:4][N:5]1[C:11](=[O:12])[C@@H:10]([NH:13][C:14]([O:16][C:17]([CH3:20])([CH3:19])[CH3:18])=[O:15])[CH2:9][NH:8][C:7]2[CH:21]=[CH:22][CH:23]=[CH:24][C:6]1=2.C[Si]([N-][Si](C)(C)C)(C)C.[Li+].C(OC(NC1C(=O)NC2C=CC=CC=2NC1)=O)(C)(C)C.BrCC(OC)=O>C1COCC1.C(OCC)(=O)C>[CH3:1][O:2][C:3](=[O:25])[CH2:4][N:5]1[C:11](=[O:12])[CH:10]([NH:13][C:14]([O:16][C:17]([CH3:20])([CH3:18])[CH3:19])=[O:15])[CH2:9][NH:8][C:7]2[CH:21]=[CH:22][CH:23]=[CH:24][C:6]1=2 |f:1.2|. Procedure details: (3(S)-tert-Butoxycarbonylamino-2-oxo-2,3,4,5-tetrahydrobenzo[b][1,4]diazepin-1-yl)acetic acid methyl ester (103). A 1.0 M solution of lithium bis(trimethylsilyl)amide (3.4 ml, 3.4 mmol) in THF was added dropwise to a −78° C. solution of 3-tert-butoxycarbonylamino-1,3,4,5-tetrahydrobenzo[b][1,4]diazepin-2-one (0.94 g, 3.38 mmol) in 20 ml of anhydrous tetrahydrofuran and stirred for 30 minutes. Methyl bromoacetate (0.44 ml, 4 mmol) was added dropwise to the reaction mixture then warmed to room tem...